From a dataset of the Open Reaction Database (ORD), a public repository of structured organic reaction records. describe an organic reaction: reactants, conditions, products, and yield Run at time 18 hour. Starting materials: CC1=C2C=C(NC2=C(C=C1)N(S(=O)(=O)C=1SC=CC1)C)C=1SC=C(N1)C(=O)OCC (Ethyl 2-{4-methyl-7-[methyl(2-thienylsulfonyl)amino]-1H-indol-2-yl}-1,3-thiazole-4-carboxylate), [OH-].[K+] (potassium hydroxide). Procedure details: Ethyl 2-{4-methyl-7-[methyl(2-thienylsulfonyl)amino]-1H-indol-2-yl}-1,3-thiazole-4-carboxylate (0.40 g) was dissolved in a mixed solution of tetrahydrofuran (15 mL) and methanol (15 mL), aqueous solution (5 mL) of 85% potassium hydroxide (0.20 g) was added, and the mixture was stirred at room temperature for 18 hr. The reaction solution was diluted with ethyl acetate, washed with aqueous citric acid solution and saturated brine, dried over anhydrous magnesium sulfate, and concentrated under redu... The solvent is O1CCCC1 (tetrahydrofuran), CO (methanol), C(C)(=O)OCC (ethyl acetate). RXN SMILES: [CH3:1][C:2]1[CH:10]=[CH:9][C:8]([N:11]([CH3:20])[S:12]([C:15]2[S:16][CH:17]=[CH:18][CH:19]=2)(=[O:14])=[O:13])=[C:7]2[C:3]=1[CH:4]=[C:5]([C:21]1[S:22][CH:23]=[C:24]([C:26]([O:28]CC)=[O:27])[N:25]=1)[NH:6]2.[OH-].[K+]>O1CCCC1.CO.C(OCC)(=O)C>[CH3:1][C:2]1[CH:10]=[CH:9][C:8]([N:11]([CH3:20])[S:12]([C:15]2[S:16][CH:17]=[CH:18][CH:19]=2)(=[O:14])=[O:13])=[C:7]2[C:3]=1[CH:4]=[C:5]([C:21]1[S:22][CH:23]=[C:24]([C:26]([OH:28])=[O:27])[N:25]=1)[NH:6]2 |f:1.2|. The product is CC1=C2C=C(NC2=C(C=C1)N(S(=O)(=O)C=1SC=CC1)C)C=1SC=C(N1)C(=O)O (2-{4-Methyl-7-[methyl(2-thienylsulfonyl)amino]-1H-indol-2-yl}-1,3-thiazole-4-carboxylic acid). Isolated yield 98.0%. Reactants: C1(=CC=CC=C1)SCC1=CC=C(C=C1)OC (p-methoxybenzyl phenyl sulfide), BrN1C(CCC1=O)=O (N-bromosuccinimide). Yields the product C1(=CC=CC=C1)SC(C1=CC=C(C=C1)OC)N1C(C=2C(C1=O)=CC=CC2)=O (N-[α-(phenylthio)-p-methoxybenzyl]-phthalimide). As a reaction SMILES: [C:1]1([S:7][CH2:8][C:9]2[CH:14]=[CH:13][C:12]([O:15][CH3:16])=[CH:11][CH:10]=2)[CH:6]=[CH:5][CH:4]=[CH:3][CH:2]=1.Br[N:18]1[C:22](=[O:23])[CH2:21][CH2:20][C:19]1=[O:24]>>[C:1]1([S:7][CH:8]([N:18]2[C:22](=[O:23])[C:21]3=[CH:6][CH:1]=[CH:2][CH:3]=[C:20]3[C:19]2=[O:24])[C:9]2[CH:10]=[CH:11][C:12]([O:15][CH3:16])=[CH:13][CH:14]=2)[CH:2]=[CH:3][CH:4]=[CH:5][CH:6]=1. Procedure: The reaction of Example 1 is repeated with 0.13 m of p-methoxybenzyl phenyl sulfide and N-bromosuccinimide to give N-[α-(phenylthio)-p-methoxybenzyl]-phthalimide and, then, the N-(α-chloro-p-methoxybenzyl)phthalimide using sulfuryl chloride. The p-methyl and p-nitro congeners are prepared similarly. Starting materials: O.O.[Sn](Cl)Cl (tin(ii) chloride dihydrate), N(=O)[O-].[Na+] (sodium nitrite), FC=1C=C(N)C=CC1OC (3-fluoro-4-methoxyaniline). Run in Cl (hydrochloric acid), O (water), Cl (hydrochloric acid). Conditions: time 20 minute. Product: Cl.FC=1C=C(C=CC1OC)NN ((3-Fluoro-4-methoxyphenyl)hydrazine hydrochloride). As a reaction SMILES: [F:1][C:2]1[CH:3]=[C:4]([CH:6]=[CH:7][C:8]=1[O:9][CH3:10])[NH2:5].[N:11]([O-])=O.[Na+].O.O.[Sn](Cl)[Cl:18]>Cl.O>[ClH:18].[F:1][C:2]1[CH:3]=[C:4]([NH:5][NH2:11])[CH:6]=[CH:7][C:8]=1[O:9][CH3:10] |f:1.2,3.4.5,8.9|. Reported procedure: A suspension of 3-fluoro-4-methoxyaniline (1.5871 g, 11.24 mmol) in hydrochloric acid, 37% (14 ml) was diazotized with sodium nitrite (0.776 g, 11.24 mmol) in water (7 mL) and reduced with tin(ii) chloride dihydrate (1.873 mL, 22.49 mmol) in hydrochloric acid, 37% (5 ml) at 0° C. The reaction was then stirred for 20 min at room temperature. The precipitate was collected by filtration. The cake was triturated with ethanol (50 mL, room temp) followed by filtration to give a pale yellow solid as th... Starting materials: CCI, Cl, CN(C)C=O, O=C(O)C(O)Cc1ccc(OCCCOc2ccc(-c3ccccc3)cc2)cc1Cl. Yields the product CCOC(Cc1ccc(OCCCOc2ccc(-c3ccccc3)cc2)cc1Cl)C(=O)O. Reaction SMILES: [CH2:1]([CH3:2])[I:3].[ClH:34].[O:35]=[CH:36][N:37]([CH3:38])[CH3:39].[c:4]1(-[c:28]2[cH:29][cH:30][cH:31][cH:32][cH:33]2)[cH:5][cH:6][c:7]([O:10][CH2:11][CH2:12][CH2:13][O:14][c:15]2[cH:16][c:17]([Cl:27])[c:18]([CH2:21][CH:22]([C:23](=[O:24])[OH:25])[OH:26])[cH:19][cH:20]2)[cH:8][cH:9]1>>[CH2:1]([CH3:2])[O:26][CH:22]([CH2:21][c:18]1[c:17]([Cl:27])[cH:16][c:15]([O:14][CH2:13][CH2:12][CH2:11][O:10][c:7]2[cH:6][cH:5][c:4](-[c:28]3[cH:29][cH:30][cH:31][cH:32][cH:33]3)[cH:9][cH:8]2)[cH:20][cH:19]1)[C:23](=[O:24])[OH:25]. Starting materials: CN1CCNCC1, C#CCCOS(=O)(=O)c1ccc(C)cc1, ClCCCl, [Na+], O=C([O-])O. The product is C#CCCN1CCN(C)CC1. Reaction SMILES: [CH3:16][N:17]1[CH2:18][CH2:19][NH:20][CH2:21][CH2:22]1.[CH3:1][c:2]1[cH:3][cH:4][c:5]([S:6]([O:7][CH2:12][CH2:13][C:14]#[CH:15])(=[O:8])=[O:9])[cH:10][cH:11]1.[Cl:28][CH2:29][CH2:30][Cl:31].[Na+:27].[O-:23][C:24]([OH:25])=[O:26]>>[CH2:12]([CH2:13][C:14]#[CH:15])[N:20]1[CH2:19][CH2:18][N:17]([CH3:16])[CH2:22][CH2:21]1. Starting materials: C1=CC2=C(C=C1C=O)OCO2 (piperonal), C(C)(=O)[O-].[NH4+] (ammonium acetate), [N+](=O)([O-])C (nitromethane). The solvent is C(C)(=O)O (acetic acid). Run at temperature 70 celsius, time 30 minute. Product: [N+](=O)([O-])C=CC1=CC2=C(OCO2)C=C1 (5-(2-Nitrovinyl)-1,3-benzodioxole). Isolated yield 79.7%. RXN SMILES: [CH:1]1[C:6]([CH:7]=O)=[CH:5][C:4]2[O:9][CH2:10][O:11][C:3]=2[CH:2]=1.C([O-])(=O)C.[NH4+].[N+:17]([CH3:20])([O-:19])=[O:18]>C(O)(=O)C>[N+:17]([CH:20]=[CH:7][C:6]1[CH:1]=[CH:2][C:3]2[O:11][CH2:10][O:9][C:4]=2[CH:5]=1)([O-:19])=[O:18] |f:1.2|. Procedure: To piperonal (15.55 kg, 103.5 mol) under mechanical stirring and under nitrogen was added ammonium acetate (13.4 kg, 173.8 mol), acetic acid (45.2 kg), and nitromethane (18.4 kg, 301.4 mol) sequentially. The mixture was warmed to 70° C. After about 30 minutes, the yellow product began to crystallize. The reaction temperature was raised to 80° C. and stirred for about 10 hours until minimal piperonal remains. The somewhat thick reaction mixture was cooled to 10° C. and filtered. The precipitate w... The reactants are O (water), BrC=1C=C(C=CC1OCC)C1=NN(C=C1C=C1C(NC(S1)=O)=O)C1=CC=CC=C1 (5-[3-(3-Bromo-4-ethoxy-phenyl)-1-phenyl-1H-pyrazol-4-yl-methylene]-thiazolidine-2,4-dione), IC (iodomethane), [H-].[Na+] (Sodium hydride). Solvent: CN(C=O)C (dimethylformamide). Run at time 2 hour. Product: BrC=1C=C(C=CC1OCC)C1=NN(C=C1C=C1C(N(C(S1)=O)C)=O)C1=CC=CC=C1 (5-[3-(3-bromo-4-ethoxy-phenyl)-1-phenyl-1H-pyrazol-4-ylmethylene]-3-methyl-thiazolidine-2,4-dione). Yield: 47.2%. Reaction SMILES: [Br:1][C:2]1[CH:3]=[C:4]([C:11]2[C:15]([CH:16]=[C:17]3[S:21][C:20](=[O:22])[NH:19][C:18]3=[O:23])=[CH:14][N:13]([C:24]3[CH:29]=[CH:28][CH:27]=[CH:26][CH:25]=3)[N:12]=2)[CH:5]=[CH:6][C:7]=1[O:8][CH2:9][CH3:10].[H-].[Na+].I[CH3:33].O>CN(C)C=O>[Br:1][C:2]1[CH:3]=[C:4]([C:11]2[C:15]([CH:16]=[C:17]3[S:21][C:20](=[O:22])[N:19]([CH3:33])[C:18]3=[O:23])=[CH:14][N:13]([C:24]3[CH:25]=[CH:26][CH:27]=[CH:28][CH:29]=3)[N:12]=2)[CH:5]=[CH:6][C:7]=1[O:8][CH2:9][CH3:10] |f:1.2|. Procedure: 5-[3-(3-Bromo-4-ethoxy-phenyl)-1-phenyl-1H-pyrazol-4-yl-methylene]-thiazolidine-2,4-dione (Compound No. 77, 0.10 g, 0.21 mmol) was dissolved in 1.00 mL of anhydrous dimethylformamide. Sodium hydride (12.74 mg, 0.32 mmol) was added under nitrogen atmosphere and iodomethane (19.78 μL, 0.32 mmol) was added 5 minutes later. The mixture was stirred at room temperature for 2 hours. When the reaction was completed, 10 mL of water was added and the solution was extracted with dichloromethane (10 mL×2 ti...